describe an organic reaction: reactants, conditions, products, and yield From a dataset of the Open Reaction Database (ORD), a public repository of structured organic reaction records. Starting materials: COC1=C(C=CC=C1)C1=CN(C2=NC=C(C=C21)B2OC(C(O2)(C)C)(C)C)S(=O)(=O)C2=CC=C(C=C2)C (3-(2-Methoxy-phenyl)-5-(4,4,5,5-tetramethyl-[1,3,2]dioxaborolan-2-yl)-1-(toluene-4-sulfonyl)-1H-pyrrolo[2,3-b]pyridine), C([O-])(O)=O.[Na+] (sodium bicarbonate), BrC=1C=C(C=NC1)C=O (5-bromo-pyridine-3-carbaldehyde), 1,1′-bis(diphenylphosphino)ferrocenepalladium(II)-dichloride dichloromethane. Solvent: C(C)#N (acetonitrile), O1CCCC1 (tetrahydrofuran). Conditions: temperature 80 celsius. The product is COC1=C(C=CC=C1)C1=CN(C2=NC=C(C=C21)C=2C=C(C=NC2)C=O)S(=O)(=O)C2=CC=C(C=C2)C (5-[3-(2-methoxy-phenyl)-1-(toluene-4-sulfonyl)-1H-pyrrolo[2,3-b]pyridin-5-yl]-pyridine-3-carbaldehyde). Yield: 55.5%. As a reaction SMILES: [CH3:1][O:2][C:3]1[CH:8]=[CH:7][CH:6]=[CH:5][C:4]=1[C:9]1[C:17]2[C:12](=[N:13][CH:14]=[C:15](B3OC(C)(C)C(C)(C)O3)[CH:16]=2)[N:11]([S:27]([C:30]2[CH:35]=[CH:34][C:33]([CH3:36])=[CH:32][CH:31]=2)(=[O:29])=[O:28])[CH:10]=1.Br[C:38]1[CH:39]=[C:40]([CH:44]=[O:45])[CH:41]=[N:42][CH:43]=1.C(=O)(O)[O-].[Na+]>C(#N)C.O1CCCC1>[CH3:1][O:2][C:3]1[CH:8]=[CH:7][CH:6]=[CH:5][C:4]=1[C:9]1[C:17]2[C:12](=[N:13][CH:14]=[C:15]([C:38]3[CH:39]=[C:40]([CH:44]=[O:45])[CH:41]=[N:42][CH:43]=3)[CH:16]=2)[N:11]([S:27]([C:30]2[CH:35]=[CH:34][C:33]([CH3:36])=[CH:32][CH:31]=2)(=[O:28])=[O:29])[CH:10]=1 |f:2.3|. Procedure details: 3-(2-Methoxy-phenyl)-5-(4,4,5,5-tetramethyl-[1,3,2]dioxaborolan-2-yl)-1-(toluene-4-sulfonyl)-1H-pyrrolo[2,3-b]pyridine (5.0 g, 9.91 mmol), commercial 5-bromo-pyridine-3-carbaldehyde 1.84 g, 9.91 mmol) and 1,1′-bis(diphenylphosphino)ferrocenepalladium(II)-dichloride dichloromethane adduct (405 mg, 0.495 mmol) were combined in a vial under nitrogen and dissolved in acetonitrile (25 mL) and tetrahydrofuran (25 mL). Saturated sodium bicarbonate (25 mL) was added and the system was purged with nitrog... The reactants are ClC=1C=CC(=C(C(=O)C2=NC=CC=C2C2OCCO2)C1)OCOC (2-(5-chloro-2-methoxymethoxybenzoyl)-3-(1,3-dioxolan-2-yl)pyridine), Cl (hydrochloric acid), [OH-].[Na+] (sodium hydroxide). Run in C1CCOC1 (THF). Reaction conditions: time 27 hour. The product is ClC=1C=CC(=C(C(=O)C2=NC=CC=C2C=O)C1)O (2-(5-chloro-2-hydroxybenzoyl)-3-formylpyridine). The yield is 79.6%. RXN SMILES: [Cl:1][C:2]1[CH:3]=[CH:4][C:5]([O:21]COC)=[C:6]([CH:20]=1)[C:7]([C:9]1[C:14]([CH:15]2OCC[O:16]2)=[CH:13][CH:12]=[CH:11][N:10]=1)=[O:8].Cl.[OH-].[Na+]>C1COCC1>[Cl:1][C:2]1[CH:3]=[CH:4][C:5]([OH:21])=[C:6]([CH:20]=1)[C:7]([C:9]1[C:14]([CH:15]=[O:16])=[CH:13][CH:12]=[CH:11][N:10]=1)=[O:8] |f:2.3|. Procedure details: A mixture of 2-(5-chloro-2-methoxymethoxybenzoyl)-3-(1,3-dioxolan-2-yl)pyridine (3.41 g), hydrochloric acid (5.0 ml) and THF (35 ml) was stirred for 27 hours at room temperature. The reaction mixture was neutralized with an aqueous solution of sodium hydroxide, followed by extraction with ethyl acetate. The extract solution was washed with a saturated aqueous saline solution, then the solvent was distilled off to leave 2-(5-chloro-2-hydroxybenzoyl)-3-formylpyridine (2.03 g) (Compound E-10). The ... Reactants: BrC1=CC=CC(=N1)C(=O)N1CC(CCC1)(C)C ((6-bromopyridin-2-yl)(3,3-dimethylpiperidin-1-yl)methanone), EtOAc Hexanes, COC1=CC=C(C=C1)N1CCNCC1 (1-(4-methoxyphenyl)piperazine), CC(C)([O-])C.[Na+] (sodium-tert-butoxide). Reagents/catalysts: CC1(C2=C(C(=CC=C2)P(C3=CC=CC=C3)C4=CC=CC=C4)OC5=C(C=CC=C51)P(C6=CC=CC=C6)C7=CC=CC=C7)C (xantphos), C=1C=CC(=CC1)/C=C/C(=O)/C=C/C2=CC=CC=C2.C=1C=CC(=CC1)/C=C/C(=O)/C=C/C2=CC=CC=C2.C=1C=CC(=CC1)/C=C/C(=O)/C=C/C2=CC=CC=C2.[Pd].[Pd] (Pd2(dba)3). Run in C1(=CC=CC=C1)C (toluene). Conditions: temperature 100 celsius, time 2 hour. The product is CC1(CN(CCC1)C(=O)C1=NC(=CC=C1)N1CCN(CC1)C1=CC=C(C=C1)OC)C ((3,3-dimethylpiperidin-1-yl)(6-(4-(4-methoxyphenyl)piperazin-1-yl)pyridin-2-yl)methanone). The yield is 85.2%. Reaction SMILES: Br[C:2]1[N:7]=[C:6]([C:8]([N:10]2[CH2:15][CH2:14][CH2:13][C:12]([CH3:17])([CH3:16])[CH2:11]2)=[O:9])[CH:5]=[CH:4][CH:3]=1.[CH3:18][O:19][C:20]1[CH:25]=[CH:24][C:23]([N:26]2[CH2:31][CH2:30][NH:29][CH2:28][CH2:27]2)=[CH:22][CH:21]=1.CC(C)([O-])C.[Na+]>C1(C)C=CC=CC=1.C1C=CC(/C=C/C(/C=C/C2C=CC=CC=2)=O)=CC=1.C1C=CC(/C=C/C(/C=C/C2C=CC=CC=2)=O)=CC=1.C1C=CC(/C=C/C(/C=C/C2C=CC=CC=2)=O)=CC=1.[Pd].[Pd].CC1(C)C2C(=C(P(C3C=CC=CC=3)C3C=CC=CC=3)C=CC=2)OC2C(P(C3C=CC=CC=3)C3C=CC=CC=3)=CC=CC1=2>[CH3:16][C:12]1([CH3:17])[CH2:13][CH2:14][CH2:15][N:10]([C:8]([C:6]2[CH:5]=[CH:4][CH:3]=[C:2]([N:29]3[CH2:28][CH2:27][N:26]([C:23]4[CH:22]=[CH:21][C:20]([O:19][CH3:18])=[CH:25][CH:24]=4)[CH2:31][CH2:30]3)[N:7]=2)=[O:9])[CH2:11]1 |f:2.3,5.6.7.8.9|. Reported procedure: (6-bromopyridin-2-yl)(3,3-dimethylpiperidin-1-yl)methanone (40 mg, 0.135 mmol), 1-(4-methoxyphenyl)piperazine (29 mg, 0.149 mmol), Pd2(dba)3 (2.5 mg, 0.00273 mmol), xantphos (4.7 mg, 0.00812 mmol), and sodium-tert-butoxide (19.0 mg, 0.198 mmol) were suspended in toluene (2 ml), and then stirred at 100° C. under nitrogen stream for 2 hours. The resulting reaction liquid was concentrated under reduced pressure, and then the residue thus obtained was subjected to MPLC (50% EtOAc/Hexanes), to obtain... The reactants are CC#N, CC1COCCN1c1cc(CI)nc(Cl)n1, O=S([O-])c1ccccc1C(F)(F)F, [Na+]. Yields the product CC1COCCN1c1cc(CS(=O)(=O)c2ccccc2C(F)(F)F)nc(Cl)n1. Reaction SMILES: [CH3:31][C:32]#[N:33].[Cl:15][c:16]1[n:17][c:18]([N:24]2[CH:25]([CH3:30])[CH2:26][O:27][CH2:28][CH2:29]2)[cH:19][c:20]([CH2:22][I:23])[n:21]1.[F:1][C:2]([c:3]1[c:4]([S:9](=[O:10])[O-:11])[cH:5][cH:6][cH:7][cH:8]1)([F:12])[F:13].[Na+:14]>>[F:1][C:2]([c:3]1[c:4]([S:9](=[O:10])(=[O:11])[CH2:22][c:20]2[cH:19][c:18]([N:24]3[CH:25]([CH3:30])[CH2:26][O:27][CH2:28][CH2:29]3)[n:17][c:16]([Cl:15])[n:21]2)[cH:5][cH:6][cH:7][cH:8]1)([F:12])[F:13]. The reactants are Al2O(CH3CO2)4.4H2O, NCC(=O)O (glycine), C(C)[N+](=O)[O-] (C2H5NO2), [Al] (aluminum), [Al] (aluminum), NCC(=O)O (glycine), NCC(=O)O (glycine), [Al] (aluminum), [Al] (aluminum). Run at temperature 210 fahrenheit. Yields the product C(C)(=[O+][O-])[O-].[Al+3].C(C)(=[O+][O-])[O-].C(C)(=[O+][O-])[O-] (Aluminum Acetate Oxide). Reaction SMILES: [Al:1].N[CH2:3][C:4]([OH:6])=[O:5].C([N+]([O-])=[O:10])C>>[C:4]([O-:6])(=[O+:5][O-:10])[CH3:3].[Al+3:1].[C:4]([O-:6])(=[O+:5][O-:10])[CH3:3].[C:4]([O-:6])(=[O+:5][O-:10])[CH3:3] |f:3.4.5.6|. Procedure: 95.1 g of lemon-flavored hard candy stock was placed in an aluminum pan and heated at 210° F. to a mobile syrup. To this hot stock was added 4.90 g of a dry, finely-ground mixture containing 0.99 g of Al2O(CH3CO2)4.4H2O and 3.91 g of anhydrous glycine, C2H5NO2. The dry component was evenly distributed in the melted stock by thorough mixing and the product was poured onto a greased aluminum pan, forming a circular mass approximately 4 mm thick. As it cooled toward room temperature, it was scored ... Reactants: OC=1C(=CC2=CC=CC=C2C1C)C(=O)OC (methyl 3-hydroxy-4-methyl-2-naphthoate), C(CC)I (propyl iodide), C([O-])([O-])=O.[K+].[K+] (potassium carbonate), C(CC)I (propyl iodide), C([O-])([O-])=O.[K+].[K+] (potassium carbonate). Solvent: CC(CC)=O (butanone). Reaction conditions: temperature 60 celsius, time 5 day. The product is CC1=C(C(=CC2=CC=CC=C12)C(=O)OC)OCCC (Methyl 4-Methyl-3-propoxynaphthalene-2-carboxylate). Reaction SMILES: [OH:1][C:2]1[C:3]([C:13]([O:15][CH3:16])=[O:14])=[CH:4][C:5]2[C:10]([C:11]=1[CH3:12])=[CH:9][CH:8]=[CH:7][CH:6]=2.[CH2:17](I)[CH2:18][CH3:19].C(=O)([O-])[O-].[K+].[K+]>CC(=O)CC>[CH3:12][C:11]1[C:10]2[C:5](=[CH:6][CH:7]=[CH:8][CH:9]=2)[CH:4]=[C:3]([C:13]([O:15][CH3:16])=[O:14])[C:2]=1[O:1][CH2:17][CH2:18][CH3:19] |f:2.3.4|. Procedure details: 3-Hydroxy-4-methyl-2-naphthoic acid was prepared according to a literature procedure (Izv. Vyssh. Uchebn. Zaved., Khim. Khim. Tekhnol. 2 (1979), 786; Farmaco, Ed. Sci. 33 (1978), 822) and esterified with methanol using standard conditions to give methyl 3-hydroxy-4-methyl-2-naphthoate. A suspension of 300 mg (1.39 mmol) of this ester, 263 mg (1.55 mmol) propyl iodide, and 215 mg (1.55 mmol) of dry potassium carbonate in 60 ml of absolute butanone was stirred at 60° C. for 5 days. After addition ... The reactants are CC(=O)OCc1ccc2c(n1)OCCO2, CO, [Na+], [OH-]. Yields the product OCc1ccc2c(n1)OCCO2. As a reaction SMILES: [C:1](=[O:2])([CH3:3])[O:4][CH2:5][c:6]1[cH:7][cH:8][c:9]2[c:10]([n:11]1)[O:12][CH2:13][CH2:14][O:15]2.[CH3:18][OH:19].[Na+:17].[OH-:16]>>[OH:4][CH2:5][c:6]1[cH:7][cH:8][c:9]2[c:10]([n:11]1)[O:12][CH2:13][CH2:14][O:15]2.